Task: describe an organic reaction: reactants, conditions, products, and yield. Dataset: the Open Reaction Database (ORD), a public repository of structured organic reaction records Reactants: 3, Cl (HCl), C[O-].[Na+] (sodium methoxide), ClS(=O)(=O)O (Chlorosulfonic acid), CC(CCCCCCO)CCCCCCCC (7-methylpentadecanol). The solvent is C(Cl)(Cl)Cl (chloroform). Run at temperature 27.5 celsius, time 1 hour. Yields the product S(=O)(=O)(OCCCCCCC(CCCCCCCC)C)[O-].[Na+] (Sodium 7-methylpentadecyl Sulfate). Reaction SMILES: [CH3:1][CH:2]([CH2:10][CH2:11][CH2:12][CH2:13][CH2:14][CH2:15][CH2:16][CH3:17])[CH2:3][CH2:4][CH2:5][CH2:6][CH2:7][CH2:8][OH:9].Cl[S:19]([OH:22])(=[O:21])=[O:20].Cl.C[O-].[Na+:26]>C(Cl)(Cl)Cl>[S:19]([O-:22])([O:9][CH2:8][CH2:7][CH2:6][CH2:5][CH2:4][CH2:3][CH:2]([CH3:1])[CH2:10][CH2:11][CH2:12][CH2:13][CH2:14][CH2:15][CH2:16][CH3:17])(=[O:21])=[O:20].[Na+:26] |f:3.4,6.7|. Reported procedure: Into a dried 1 L 3 neck round bottom flask fitted with a nitrogen inlet, dropping funnel, thermometer, mechanical stirring and nitrogen outlet is added chloroform (300 ml) and 7-methylpentadecanol (119 g, 0.496 mol), prepared as an intermediate in Example II. Chlorosulfonic acid (61.3 g, 0.52 mol) is slowly added to the stirred mixture while maintaining 25-30° C. temperature with an ice bath. Once HCl evolution has stopped (1 hr.) slowly add sodium methoxide (25% in methanol) while keeping tempe... Starting materials: O=C([O-])[O-], CC#N, [K+], [K+], O, COc1ccc(CNC(CS)C(=O)O)cc1. The product is COc1ccc(CN2C(=O)SCC2C(=O)O)cc1. RXN SMILES: [C:17]([O-:18])(=[O:19])[O-:20].[CH3:24][C:25]#[N:26].[K+:21].[K+:22].[OH2:23].[SH:1][CH2:2][CH:3]([C:4](=[O:5])[OH:6])[NH:7][CH2:8][c:9]1[cH:10][cH:11][c:12]([O:15][CH3:16])[cH:13][cH:14]1>>[S:1]1[CH2:2][CH:3]([C:4](=[O:5])[OH:6])[N:7]([CH2:8][c:9]2[cH:10][cH:11][c:12]([O:15][CH3:16])[cH:13][cH:14]2)[C:17]1=[O:18]. Reactants: BrC1=CC=C(C(=O)Cl)C=C1 (4-bromobenzoyl chloride), O1CCCC1 (tetrahydrofuran), [Cl-].[NH4+] (ammonium chloride), C(CCC)[Li] (n-Butyllithium), C(C)#N (acetonitrile), O1CCCC1 (tetrahydrofuran). Reaction conditions: time 20 minute. Yields the product BrC=1C=C(C(=O)CC#N)C=CC1 (2-(3-bromobenzoyl)-acetonitrile). Reaction SMILES: [CH2:1]([Li])[CH2:2][CH2:3]C.[C:6](#[N:8])[CH3:7].[Br:9]C1C=CC(C(Cl)=O)=CC=1.[Cl-].[NH4+].[O:21]1[CH2:25][CH2:24][CH2:23][CH2:22]1>>[Br:9][C:22]1[CH:23]=[C:24]([CH:1]=[CH:2][CH:3]=1)[C:25]([CH2:7][C:6]#[N:8])=[O:21] |f:3.4|. Procedure details: n-Butyllithium (214 ml, 340 mmol, 1.6 M solution in hexane) was added dropwise to a solution of acetonitrile (23.8 ml, 460 mmol) in dry tetrahydrofuran (1000 ml) at −78° C. After stirring the reaction mixture for 20 min., a solution of 4-bromobenzoyl chloride in dry tetrahydrofuran (50 ml) was added dropwise over 20 min. After 1 h, saturated ammonium chloride was added (200 ml) and the reaction mixture was allowed to warm to room temperature. The product was extracted into ether and washed with ...